From a dataset of the Open Reaction Database (ORD), a public repository of structured organic reaction records. describe an organic reaction: reactants, conditions, products, and yield Starting materials: CCCCN1C(=O)C(Cl)=C(c2ccc(Cl)cc2)S1(=O)=O, CC#N, Nc1ccc(OC(F)F)cc1. Product: CCCCN1C(=O)C(Nc2ccc(OC(F)F)cc2)=C(c2ccc(Cl)cc2)S1(=O)=O. RXN SMILES: [CH2:1]([CH2:2][CH2:3][CH3:4])[N:5]1[S:6](=[O:19])(=[O:20])[C:7]([c:12]2[cH:13][cH:14][c:15]([Cl:18])[cH:16][cH:17]2)=[C:8]([Cl:11])[C:9]1=[O:10].[CH3:32][C:33]#[N:34].[F:21][CH:22]([O:23][c:24]1[cH:25][cH:26][c:27]([NH2:28])[cH:29][cH:30]1)[F:31]>>[CH2:1]([CH2:2][CH2:3][CH3:4])[N:5]1[S:6](=[O:19])(=[O:20])[C:7]([c:12]2[cH:13][cH:14][c:15]([Cl:18])[cH:16][cH:17]2)=[C:8]([NH:28][c:27]2[cH:26][cH:25][c:24]([O:23][CH:22]([F:21])[F:31])[cH:30][cH:29]2)[C:9]1=[O:10]. Reaction SMILES: [Cl:1][C:2]1[CH:33]=[CH:32][C:5]([O:6][C:7]2[CH:12]=[CH:11][C:10]([N:13]3[CH:17]([C:18]4[CH:23]=[CH:22][CH:21]=[C:20]([OH:24])[CH:19]=4)[CH2:16][N:15]([CH2:25][CH2:26][S:27]([CH3:30])(=[O:29])=[O:28])[C:14]3=[O:31])=[CH:9][CH:8]=2)=[CH:4][CH:3]=1>FC1C=CC=CC=1C#N>[C:17]([C:18]1[CH:23]=[CH:22][CH:21]=[CH:20][C:19]=1[O:24][C:20]1[CH:19]=[C:18]([CH:17]2[CH2:16][N:15]([CH2:25][CH2:26][S:27]([CH3:30])(=[O:28])=[O:29])[C:14](=[O:31])[N:13]2[C:10]2[CH:9]=[CH:8][C:7]([O:6][C:5]3[CH:4]=[CH:3][C:2]([Cl:1])=[CH:33][CH:32]=3)=[CH:12][CH:11]=2)[CH:23]=[CH:22][CH:21]=1)#[N:13]. Starting materials: ClC1=CC=C(OC2=CC=C(C=C2)N2C(N(CC2C2=CC(=CC=C2)O)CCS(=O)(=O)C)=O)C=C1 (3-(4-(4-chlorophenoxy)phenyl)-4-(3-hydroxyphenyl)-1-(2-(methylsulfonyl)ethyl)imidazolidin-2-one). Reported procedure: The title compound is prepared as described in Example 276 from Example 290 and 2-fluorobenzonitrile. 1H NMR (CDCl3) δ 7.66 (dd, J=7.6, 1.6 Hz, 1H), 7.45-7.40 (m, 1H), 7.40-7.36 (m, 2H), 7.27-7.23 (m, 3H), 7.18-7.13 (m, 2H), 7.01-6.98 (m, 2H), 6.90-6.86 (m, 4H), 6.68 (dd, J=8.8, 0.8 Hz, 1H), 5.22 (dd, J=9.2, 6.8 Hz, 1H), 4.06 (t, J=9.2 Hz, 1H), 3.90-3.76 (m, 2H), 3.44-3.29 (m, 3H), 3.00 (s, 3H); HPLC-MS calculated for C31H26ClN3O5S (M+H+): 588.1, found 588.1. Run in FC1=C(C#N)C=CC=C1 (2-fluorobenzonitrile). Yields the product C(#N)C1=C(OC=2C=C(C=CC2)C2N(C(N(C2)CCS(=O)(=O)C)=O)C2=CC=C(C=C2)OC2=CC=C(C=C2)Cl)C=CC=C1 (4-(3-(2-cyanophenoxy)phenyl)-3-(4-(4-chlorophenoxy)phenyl)-1-(2-(methylsulfonyl)ethyl)imidazolidin-2-one). Reactants: CC(Br)c1ccccc1, C1CCOC1, [H-], [Na+], O, O=C1N(c2ccc(OC(F)(F)F)cc2)CC2CC(O)CN12. The product is CC(OC1CC2CN(c3ccc(OC(F)(F)F)cc3)C(=O)N2C1)c1ccccc1. Reaction SMILES: [Br:24][CH:25]([CH3:26])[c:27]1[cH:28][cH:29][cH:30][cH:31][cH:32]1.[CH2:34]1[O:35][CH2:36][CH2:37][CH2:38]1.[H-:2].[Na+:1].[OH2:33].[OH:3][CH:4]1[CH2:5][CH:6]2[N:7]([C:8](=[O:22])[N:9]([c:11]3[cH:12][cH:13][c:14]([O:17][C:18]([F:19])([F:20])[F:21])[cH:15][cH:16]3)[CH2:10]2)[CH2:23]1>>[O:3]([CH:4]1[CH2:5][CH:6]2[N:7]([C:8](=[O:22])[N:9]([c:11]3[cH:12][cH:13][c:14]([O:17][C:18]([F:19])([F:20])[F:21])[cH:15][cH:16]3)[CH2:10]2)[CH2:23]1)[CH:25]([CH3:26])[c:27]1[cH:28][cH:29][cH:30][cH:31][cH:32]1. Starting materials: [N+](=O)([O-])C1=C2C(=CNC2=CC=C1)CC(=O)OCC (Ethyl (4-nitro-1H-indol-3-yl)acetate), BrN1C(CCC1=O)=O (N-bromosuccinimide). The solvent is CC(=O)O (AcOH), CC(=O)O (AcOH). Conditions: time 1 hour. Yields the product BrC=1NC2=CC=CC(=C2C1CC(=O)OCC)[N+](=O)[O-] (Ethyl (2-bromo-4-nitro-1H-indol-3-yl)acetate). As a reaction SMILES: [N+:1]([C:4]1[CH:12]=[CH:11][CH:10]=[C:9]2[C:5]=1[C:6]([CH2:13][C:14]([O:16][CH2:17][CH3:18])=[O:15])=[CH:7][NH:8]2)([O-:3])=[O:2].[Br:19]N1C(=O)CCC1=O>CC(O)=O>[Br:19][C:7]1[NH:8][C:9]2[C:5]([C:6]=1[CH2:13][C:14]([O:16][CH2:17][CH3:18])=[O:15])=[C:4]([N+:1]([O-:3])=[O:2])[CH:12]=[CH:11][CH:10]=2. Procedure: To a solution of ethyl (4-nitro-1H-indol-3-yl)acetate from Step A (1.00 g, 4.03 mmol) in AcOH (40 mL) was added N-bromosuccinimide (789 mg, 4.43 mmol) in AcOH (40 mL) dropwise over 30 min. The resulting mixture was stirred at ambient temperature for 1 h, then concentrated to dryness under reduced pressure. The crude product was purified by silica gel chromatography, eluting with a gradient of CHCl3:EtOAc—100:0 to 80:20, to give the title compound. MS: m/z=327 (M+1). Starting materials: BrC1=C(C2=CC(=CC=C2C=C1)O[Si](C)(C)C(C)(C)C)N1C([C@H](CC1)NC(CC1=CN=CN1CC1=CC(=C(C=C1)C#N)F)=O)=O ((S)-N-{1-[2-Bromo-7-(tert-butyldimethylsilyloxy)naphthalen-1-yl]-2-oxopyrrolidin-3-yl}-2-[1-(4-cyano-3-fluorobenzyl)-1H-imidazol-5-yl]acetamide), CCCC[N+](CCCC)(CCCC)CCCC.[F-] (TBAF), C(=O)(O)[O-].[Na+] (NaHCO3). Solvent: C1CCOC1 (THF). Conditions: time 45 minute. Product: BrC1=C(C2=CC(=CC=C2C=C1)O)N1C([C@H](CC1)NC(CC1=CN=CN1CC1=CC(=C(C=C1)C#N)F)=O)=O ((S)-N-{1-(2-Bromo-7-hydroxynaphthalen-1-yl)-2-oxopyrrolidin-3-yl}-2-[1-(4-cyano-3-fluorobenzyl)-1H-imidazol-5-yl]acetamide). RXN SMILES: [Br:1][C:2]1[CH:11]=[CH:10][C:9]2[C:4](=[CH:5][C:6]([O:12][Si](C(C)(C)C)(C)C)=[CH:7][CH:8]=2)[C:3]=1[N:20]1[CH2:24][CH2:23][C@H:22]([NH:25][C:26](=[O:43])[CH2:27][C:28]2[N:32]([CH2:33][C:34]3[CH:39]=[CH:38][C:37]([C:40]#[N:41])=[C:36]([F:42])[CH:35]=3)[CH:31]=[N:30][CH:29]=2)[C:21]1=[O:44].CCCC[N+](CCCC)(CCCC)CCCC.[F-].C([O-])(O)=O.[Na+]>C1COCC1>[Br:1][C:2]1[CH:11]=[CH:10][C:9]2[C:4](=[CH:5][C:6]([OH:12])=[CH:7][CH:8]=2)[C:3]=1[N:20]1[CH2:24][CH2:23][C@H:22]([NH:25][C:26](=[O:43])[CH2:27][C:28]2[N:32]([CH2:33][C:34]3[CH:39]=[CH:38][C:37]([C:40]#[N:41])=[C:36]([F:42])[CH:35]=3)[CH:31]=[N:30][CH:29]=2)[C:21]1=[O:44] |f:1.2,3.4|. Procedure details: (S)-N-{1-[2-Bromo-7-(tert-butyldimethylsilyloxy)naphthalen-1-yl]-2-oxopyrrolidin-3-yl}-2-[1-(4-cyano-3-fluorobenzyl)-1H-imidazol-5-yl]acetamide, as described above in Step K, (171 mg, 0.264 mmol) was dissolved in THF (5 mL) and TBAF (1.0 M in THF, 0.26 mL, 0.26 mmol) was added. After 45 min, the mixture was poured into saturated aqueous NaHCO3 and extracted with CH2Cl2 (3×). The combined organic extracts were dried over Na2SO4, filtered and concentrated in vacuo. The residue was chromatographed ... The reactants are C(=O)(O)C1=CC=C(COC(=O)NC=2C(N(C(=CC2)C2=CC=CC=C2)CC(=O)NC(C(C(F)(F)F)=O)C(C)C)=O)C=C1 (2-[3-(4-carboxybenzyloxycarbonylamino)-2-oxo-6-phenyl-1,2-dihydro-1-pyridyl]-N-(3,3,3-trifluoro-1-isopropyl-2-oxopropyl)acetamide), Cl.CN(CCCN=C=NCC)C (1-(3-dimethylaminopropyl)-3-ethylcarbodiimide hydrochloride), O.ON1N=NC2=C1C=CC=C2 (1-hydroxybenzotriazole hydrate), CN(CCO)C (2-dimethylaminoethanol). Run in C(C)(=O)OCC (ethyl acetate), O1CCCC1 (tetrahydrofuran). Reaction conditions: time 8 hour. The product is CN(CCOC(=O)C1=CC=C(COC(=O)NC=2C(N(C(=CC2)C2=CC=CC=C2)CC(=O)NC(C(C(F)(F)F)=O)C(C)C)=O)C=C1)C (2-[3-[4-(2-Dimethylaminoethoxycarbonyl)benzyloxycarbonylamino]-2-oxo-6-phenyl-1,2-dihydro-1-pyridyl]-N-(3,3,3-trifluoro-1-isopropyl-2-oxopropyl)acetamide). Reaction SMILES: [C:1]([C:4]1[CH:41]=[CH:40][C:7]([CH2:8][O:9][C:10]([NH:12][C:13]2[C:14](=[O:39])[N:15]([CH2:25][C:26]([NH:28][CH:29]([CH:36]([CH3:38])[CH3:37])[C:30](=[O:35])[C:31]([F:34])([F:33])[F:32])=[O:27])[C:16]([C:19]3[CH:24]=[CH:23][CH:22]=[CH:21][CH:20]=3)=[CH:17][CH:18]=2)=[O:11])=[CH:6][CH:5]=1)([OH:3])=[O:2].Cl.[CH3:43][N:44]([CH3:53])[CH2:45][CH2:46]CN=C=NCC.O.ON1C2C=CC=CC=2N=N1.CN(C)CCO>O1CCCC1.C(OCC)(=O)C>[CH3:43][N:44]([CH3:53])[CH2:45][CH2:46][O:2][C:1]([C:4]1[CH:41]=[CH:40][C:7]([CH2:8][O:9][C:10]([NH:12][C:13]2[C:14](=[O:39])[N:15]([CH2:25][C:26]([NH:28][CH:29]([CH:36]([CH3:38])[CH3:37])[C:30](=[O:35])[C:31]([F:33])([F:34])[F:32])=[O:27])[C:16]([C:19]3[CH:24]=[CH:23][CH:22]=[CH:21][CH:20]=3)=[CH:17][CH:18]=2)=[O:11])=[CH:6][CH:5]=1)=[O:3] |f:1.2,3.4|. Procedure: To a solution of 2-[3-(4-carboxybenzyloxycarbonylamino)-2-oxo-6-phenyl-1,2-dihydro-1-pyridyl]-N-(3,3,3-trifluoro-1-isopropyl-2-oxopropyl)acetamide (0.281 g) in dry tetrahydrofuran (5 mL) was added 1-(3-dimethylaminopropyl)-3-ethylcarbodiimide hydrochloride (0,141 g), 1-hydroxybenzotriazole hydrate (0,066 g) and 2-dimethylaminoethanol (0.06 mL). The reaction mixture was stirred overnight before it was diluted with ethyl acetate, washed (twice with saturated sodium bicarbonate solution, then brine... Starting materials: CCCCC(=O)c1c(-c2ccc3c(Cl)c(OCC(=O)OCC)ccc3c2)sc2ccccc12, C1CCOC1, Cl, [K+], [OH-], O. Yields the product CCCCC(=O)c1c(-c2ccc3c(Cl)c(OCC(=O)O)ccc3c2)sc2ccccc12. Reaction SMILES: [CH2:1]([CH3:2])[O:3][C:4]([CH2:5][O:6][c:7]1[c:8]([Cl:32])[c:9]2[cH:10][cH:11][c:12](-[c:17]3[c:18]([C:26]([CH2:27][CH2:28][CH2:29][CH3:30])=[O:31])[c:19]4[c:20]([s:21]3)[cH:22][cH:23][cH:24][cH:25]4)[cH:13][c:14]2[cH:15][cH:16]1)=[O:33].[CH2:37]1[O:38][CH2:39][CH2:40][CH2:41]1.[ClH:36].[K+:35].[OH-:34].[OH2:42]>>[O:3]=[C:4]([CH2:5][O:6][c:7]1[c:8]([Cl:32])[c:9]2[cH:10][cH:11][c:12](-[c:17]3[c:18]([C:26]([CH2:27][CH2:28][CH2:29][CH3:30])=[O:31])[c:19]4[c:20]([s:21]3)[cH:22][cH:23][cH:24][cH:25]4)[cH:13][c:14]2[cH:15][cH:16]1)[OH:33]. Starting materials: O=c1cc(Cl)c2ccccc2o1, [N-]=[N+]=[N-], [Na+], CN(C)C=O. Product: [N-]=[N+]=Nc1cc(=O)oc2ccccc12. As a reaction SMILES: [Cl:1][c:2]1[cH:3][c:4](=[O:12])[o:5][c:6]2[cH:7][cH:8][cH:9][cH:10][c:11]12.[N-:13]=[N+:14]=[N-:15].[Na+:16].[O:17]=[CH:18][N:19]([CH3:20])[CH3:21]>>[c:2]1([N:13]=[N+:14]=[N-:15])[cH:3][c:4](=[O:12])[o:5][c:6]2[cH:7][cH:8][cH:9][cH:10][c:11]12. The product is SC1=C(C(=C2C(=N1)CCCCC2)C=2SC=CC2)C#N (2-mercapto-4-thien-2-yl-6,7,8,9-tetrahydro-5H-cyclohepta[b]pyridine-3-carbonitrile). The yield is 25.0%. Reaction SMILES: [C:1]([C:3](=[CH:7][C:8]1[S:9][CH:10]=[CH:11][CH:12]=1)[C:4](=[S:6])[NH2:5])#[N:2].N1[CH2:18][CH2:17][CH2:16][CH2:15][CH2:14]1.[CH2:19](O)[CH3:20]>>[SH:6][C:4]1[N:5]=[C:15]2[CH2:16][CH2:17][CH2:18][CH2:19][CH2:20][C:14]2=[C:7]([C:8]2[S:9][CH:10]=[CH:11][CH:12]=2)[C:3]=1[C:1]#[N:2]. Run at temperature 80 celsius. Reactants: C(#N)C(C(N)=S)=CC=1SC=CC1 (2-cyano-3-thien-2-ylprop-2-enethioamide), N1CCCCC1 (piperidine), C(C)O (ethanol). Procedure details: A mixture of 2-cyano-3-thien-2-ylprop-2-enethioamide (4.2 g, 21 mmol), cycloheptone (2.4 g, 21 mmol) and piperidine (1.8 g, 22 mmol) in ethanol (100 mL) was heated to 80° C. overnight. After removal of the solvent, the residue was treated with water and extracted with ethyl acetate. The organic phase was washed with brine and dried over anhydrous sodium sulfate. The crude product, obtained after removal of the solvent, was purified by flash chromatography to afford 2-mercapto-4-thien-2-yl-6,7,8,...